This data is from the Open Reaction Database (ORD), a public repository of structured organic reaction records. The task is: describe an organic reaction: reactants, conditions, products, and yield The reactants are CCO, N#Cc1c[nH]c2cc([N+](=O)[O-])ccc12. Yields the product N#Cc1c[nH]c2cc(N)ccc12. RXN SMILES: [CH3:15][CH2:16][OH:17].[N+:1]([O-:2])(=[O:3])[c:4]1[cH:5][cH:6][c:7]2[c:8]([C:13]#[N:14])[cH:9][nH:10][c:11]2[cH:12]1>>[NH2:1][c:4]1[cH:5][cH:6][c:7]2[c:8]([C:13]#[N:14])[cH:9][nH:10][c:11]2[cH:12]1.